Dataset: the Open Reaction Database (ORD), a public repository of structured organic reaction records. Task: describe an organic reaction: reactants, conditions, products, and yield Starting materials: CCOC(=O)CS(=O)(=O)c1ccc(OC)cc1, CC(C)=O, ClCCN(CCCl)Cc1ccccc1, Cl, [K+], [K+], O=C([O-])[O-], C1COCCOCCOCCOCCOCCO1. Product: CCOC(=O)C1(S(=O)(=O)c2ccc(OC)cc2)CCN(Cc2ccccc2)CC1. RXN SMILES: [CH2:40]([CH3:41])[O:42][C:43]([CH2:44][S:45](=[O:46])(=[O:47])[c:48]1[cH:49][cH:50][c:51]([O:54][CH3:55])[cH:52][cH:53]1)=[O:56].[CH3:57][C:58](=[O:59])[CH3:60].[Cl:2][CH2:3][CH2:4][N:5]([CH2:6][c:7]1[cH:8][cH:9][cH:10][cH:11][cH:12]1)[CH2:13][CH2:14][Cl:15].[ClH:1].[K+:34].[K+:35].[O-:36][C:37]([O-:38])=[O:39].[O:16]1[CH2:17][CH2:18][O:19][CH2:20][CH2:21][O:22][CH2:23][CH2:24][O:25][CH2:26][CH2:27][O:28][CH2:29][CH2:30][O:31][CH2:32][CH2:33]1>>[CH2:3]1[CH2:4][N:5]([CH2:6][c:7]2[cH:8][cH:9][cH:10][cH:11][cH:12]2)[CH2:13][CH2:14][C:44]1([C:43]([O:42][CH2:40][CH3:41])=[O:56])[S:45](=[O:46])(=[O:47])[c:48]1[cH:49][cH:50][c:51]([O:54][CH3:55])[cH:52][cH:53]1. Reactants: C1(=CC=CC=C1)P(C1=CC=CC=C1)C1=CC=CC=C1 (Triphenylphosphine), C([O-])([O-])=O.[K+].[K+] (potassium carbonate), ClC1=C(C=NC=C1)[N+](=O)[O-] (4-chloro-3-nitropyridine), C1(=C(C=CC=C1)B(O)O)C (2-tolylboronic acid). The solvent is O1CCOCC1 (dioxane). Reaction conditions: temperature 120 celsius. Yields the product [N+](=O)([O-])C=1C=NC=CC1C1=C(C=CC=C1)C (3-Nitro-4-o-tolyl-pyridine). As a reaction SMILES: C1(P(C2C=CC=CC=2)C2C=CC=CC=2)C=CC=CC=1.C(=O)([O-])[O-].[K+].[K+].Cl[C:27]1[CH:32]=[CH:31][N:30]=[CH:29][C:28]=1[N+:33]([O-:35])=[O:34].[C:36]1([CH3:45])[CH:41]=[CH:40][CH:39]=[CH:38][C:37]=1B(O)O>O1CCOCC1>[N+:33]([C:28]1[CH:29]=[N:30][CH:31]=[CH:32][C:27]=1[C:37]1[CH:38]=[CH:39][CH:40]=[CH:41][C:36]=1[CH3:45])([O-:35])=[O:34] |f:1.2.3|. Procedure details: Triphenylphosphine (2.10 g, 1.89 mmol) and potassium carbonate (7.80 g, 56.7 mmol) were added to a slurry of 4-chloro-3-nitropyridine (3.00 g, 18.9 mmol, CAS RN 13091-23-1) and 2-tolylboronic acid (2.83 g, 20.8 mmol, CAS RN 16419-60-6) in dioxane stirring under an argon atmosphere. The reaction mixture was heated to 120° C. for 16 hours and then cooled to room temperature. The solids were removed by filtration through celite and all volatiles were removed in vacuo resulting in a dark colored hea... The reactants are Clc1ccc(N2CCNCC2)cc1, CCOC(=O)Nc1nc2ccc(F)cc2nc1OC. The product is COc1nc2cc(F)ccc2nc1NC(=O)N1CCN(c2ccc(Cl)cc2)CC1. Reaction SMILES: [Cl:20][c:21]1[cH:22][cH:23][c:24]([N:27]2[CH2:28][CH2:29][NH:30][CH2:31][CH2:32]2)[cH:25][cH:26]1.[F:1][c:2]1[cH:3][c:4]2[n:5][c:6]([O:18][CH3:19])[c:7]([NH:12][C:13]([O:14][CH2:15][CH3:16])=[O:17])[n:8][c:9]2[cH:10][cH:11]1>>[F:1][c:2]1[cH:3][c:4]2[n:5][c:6]([O:18][CH3:19])[c:7]([NH:12][C:13](=[O:17])[N:30]3[CH2:29][CH2:28][N:27]([c:24]4[cH:23][cH:22][c:21]([Cl:20])[cH:26][cH:25]4)[CH2:32][CH2:31]3)[n:8][c:9]2[cH:10][cH:11]1. Starting materials: B(F)(F)F (BF3), C(C)(C)OC1=C(C=CC=C1C)CC(=O)C1=CC=NC=C1 (2-(2-isopropoxy-3-methylphenyl)-1-(4-pyridinyl)ethanone), Cl (HCl), CCOCC (Et2O), B([C@@H]1C[C@@H]2C[C@H]([C@H]1C)C2(C)C)([C@@H]3C[C@@H]4C[C@H]([C@H]3C)C4(C)C)Cl ((−)-B-chlorodiisopinocampheylborane). The solvent is CO (MeOH), C1CCOC1 (THF). Reaction conditions: time 15 hour. The product is C(C)(C)OC1=C(C=CC=C1C)C[C@H](O)C1=CC=NC=C1 ((S)-2-(2-isopropoxy-3-methylphenyl)-1-(4-pyridinyl)ethanol). RXN SMILES: B(F)(F)F.CCOCC.B(Cl)([C@H]1[C@H](C)[C@@H]2C(C)(C)[C@@H](C2)C1)[C@H]1[C@H](C)[C@@H]2C(C)(C)[C@@H](C2)C1.[CH:32]([O:35][C:36]1[C:41]([CH3:42])=[CH:40][CH:39]=[CH:38][C:37]=1[CH2:43][C:44]([C:46]1[CH:51]=[CH:50][N:49]=[CH:48][CH:47]=1)=[O:45])([CH3:34])[CH3:33].Cl>C1COCC1.CO>[CH:32]([O:35][C:36]1[C:41]([CH3:42])=[CH:40][CH:39]=[CH:38][C:37]=1[CH2:43][C@@H:44]([C:46]1[CH:47]=[CH:48][N:49]=[CH:50][CH:51]=1)[OH:45])([CH3:34])[CH3:33]. Procedure details: Under nitrogen, at −30° C. slowly add BF3.□Et2O (1.7 g, 12 mmol) to a solution of (−)-B-chlorodiisopinocampheylborane (6.1 g, 19 mmol) in THF (40 mL). Cool the solution to −40° and add 2-(2-isopropoxy-3-methylphenyl)-1-(4-pyridinyl)ethanone (3.2 g, 12 mmol). Allow the solution to slowly come to room temperature and stir for 15 hr. Add MeOH and 3M aqueous HCl to the reaction mixture and stir for an additional 45 min. Evaporate the solvent and dissolve the residue in 3M aqueous HCl and wash with h... Reactants: [Cl-].COC[P+](C1=CC=CC=C1)(C1=CC=CC=C1)C1=CC=CC=C1 (methoxymethyl triphenyl phosphonium chloride), C1(CC1)C(=O)C1=CC=C(C=C1)Cl (4-chlorophenyl cyclopropyl ketone), solution, C(CCC)[Li] (butyllithium), hexanes. Solvent: CCOCC (ether), CCOCC (ether). Run at temperature 2.5 celsius, time 90 minute. Yields the product ethyl acetate hexanes, ClC1=CC=C(C=C1)C(=COC)C1CC1 (1-[1-(p-Chlorophenyl)-2-methoxyvinyl]cyclopropane). Yield: 59.4%. Reaction SMILES: [Cl-].[CH3:2][O:3][CH2:4][P+](C1C=CC=CC=1)(C1C=CC=CC=1)C1C=CC=CC=1.C([Li])CCC.[CH:29]1([C:32]([C:34]2[CH:39]=[CH:38][C:37]([Cl:40])=[CH:36][CH:35]=2)=O)[CH2:31][CH2:30]1>CCOCC>[Cl:40][C:37]1[CH:38]=[CH:39][C:34]([C:32]([CH:29]2[CH2:31][CH2:30]2)=[CH:2][O:3][CH3:4])=[CH:35][CH:36]=1 |f:0.1|. Procedure details: A solution of methoxymethyl triphenyl phosphonium chloride (20.5 g, 0.060 mol) in ether is cooled to -60° C., treated with a 2.5M solution of butyllithium in hexanes (25.2 mL, 0.063 mol), warmed to and stirred at 0-5° C. for 90 minutes, recooled to -60° C., treated with a solution of 4-chlorophenyl cyclopropyl ketone (9.03 g, 0.050 mol) in ether, warmed to and stirred at room temperature overnight, quenched with ethyl acetate and 2N hydrochloric acid, and extracted with ethyl acetate. The organi...